Dataset: the Open Reaction Database (ORD), a public repository of structured organic reaction records. Task: describe an organic reaction: reactants, conditions, products, and yield The reactants are FC1=CC=C(C=C1)CC(=O)O (4-fluorophenylacetic acid), FC1=CC=C(C=C1)CC(=O)O (4-fluorophenylacetic acid), S(=O)(Cl)Cl (thionyl chloride). Conditions: temperature 60 celsius. The product is FC1=CC=C(C=C1)CC(=O)Cl (4-fluorophenylacetyl chloride). RXN SMILES: [F:1][C:2]1[CH:7]=[CH:6][C:5]([CH2:8][C:9]([OH:11])=O)=[CH:4][CH:3]=1.S(Cl)([Cl:14])=O>>[F:1][C:2]1[CH:7]=[CH:6][C:5]([CH2:8][C:9]([Cl:14])=[O:11])=[CH:4][CH:3]=1. Procedure: 4-Fluorophenylacetic acid [starting compound B] (15 g) was dissolved in thionyl chloride (15 ml) to prepare a solution which was then heated at 60° C. for one hr. Excess thionyl chloride was removed by evaporation under the reduced pressure to give 4-fluorophenylacetyl chloride. The acid chloride was dissolved in acetone (200 ml). Ammonium acetate (112 g) was added to the solution, and the mixture was stirred at room temperature for 17 hr. An aqueous saturated sodium hydrogencarbonate solution (... The reactants are C[O-].[Na+] (sodium methoxide), C(C)(=O)OCC1=C(C=CC=C1)S(=O)(=O)NC(=O)NC1=NC(=NC(=N1)Cl)Cl (2-(acetoxymethyl)-N-[(4,6-dichloro-1,3,5-triazinyl)aminocarbonyl]benzenesulfonamide), CO (methanol), CO (methanol). Reaction conditions: time 1.5 hour. Product: OCC1=C(C=CC=C1)S(=O)(=O)NC(=O)NC1=NC(=NC(=N1)OC)OC (2-(Hydroxymethyl)-N-[(4,6-dimethoxy-1,3,5-triazin-2-yl)aminocarbonyl]benzenesulfonamide). RXN SMILES: C([O:4][CH2:5][C:6]1[CH:11]=[CH:10][CH:9]=[CH:8][C:7]=1[S:12]([NH:15][C:16]([NH:18][C:19]1[N:24]=[C:23](Cl)[N:22]=[C:21](Cl)[N:20]=1)=[O:17])(=[O:14])=[O:13])(=O)C.[CH3:27][O-:28].[Na+].[CH3:30][OH:31]>>[OH:4][CH2:5][C:6]1[CH:11]=[CH:10][CH:9]=[CH:8][C:7]=1[S:12]([NH:15][C:16]([NH:18][C:19]1[N:20]=[C:21]([O:28][CH3:27])[N:22]=[C:23]([O:31][CH3:30])[N:24]=1)=[O:17])(=[O:13])=[O:14] |f:1.2|. Procedure details: The crude 2-(acetoxymethyl)-N-[(4,6-dichloro-1,3,5-triazinyl)aminocarbonyl]benzenesulfonamide was treated with methanol (10 ml) and then with a solution of sodium methoxide (14 mmol) in methanol. The mixture was stirred at room temperature for 1.5 hour and evaporated. The residue was taken up in water and filtered. The filtrate was acidified and filtered to give 0.45 g of gummy solid which was recrystallized from a chloroform/acetone mixture to give 115 mg of white solid, m.p. 146°-148°(dec.). '... The reactants are ClC1=NC(=NC(=N1)C1=CC=CC=C1)C1=CC=CC=C1 (2-chloro-4,6-diphenyl-1,3,5-triazine), CC1(C2=CC=CC=C2C=2C1=CC=1NC3=CC=C(C=C3C1C2)C2=CC=CC=C2)C (12,12-dimethyl-7-phenyl-10,12-dihydro-10-azaindeno-[2,1-b]fluorene), [H-].[Na+] (NaH), oil. Run in CN(C=O)C (dimethylformamide), CN(C=O)C (dimethylformamide). Conditions: time 1 hour. Yields the product C1(=CC=CC=C1)C1=NC(=NC(=N1)C1=CC=CC=C1)N1C2=CC=C(C=C2C=2C=C3C(=CC12)C(C1=CC=CC=C13)(C)C)C1=CC=CC=C1 (10-(4,6-diphenyl-1,3,5-triazin-2-yl)-12,12-dimethyl-7-phenyl-10,12-dihydro-10-azaindeno[2,1-b]fluorene). As a reaction SMILES: [CH3:1][C:2]1([CH3:28])[C:10]2=[CH:11][C:12]3[NH:13][C:14]4[C:19]([C:20]=3[CH:21]=[C:9]2[C:8]2[C:3]1=[CH:4][CH:5]=[CH:6][CH:7]=2)=[CH:18][C:17]([C:22]1[CH:27]=[CH:26][CH:25]=[CH:24][CH:23]=1)=[CH:16][CH:15]=4.[H-].[Na+].Cl[C:32]1[N:37]=[C:36]([C:38]2[CH:43]=[CH:42][CH:41]=[CH:40][CH:39]=2)[N:35]=[C:34]([C:44]2[CH:49]=[CH:48][CH:47]=[CH:46][CH:45]=2)[N:33]=1>CN(C)C=O>[C:44]1([C:34]2[N:35]=[C:36]([C:38]3[CH:39]=[CH:40][CH:41]=[CH:42][CH:43]=3)[N:37]=[C:32]([N:13]3[C:12]4[CH:11]=[C:10]5[C:2]([CH3:28])([CH3:1])[C:3]6[C:8]([C:9]5=[CH:21][C:20]=4[C:19]4[C:14]3=[CH:15][CH:16]=[C:17]([C:22]3[CH:27]=[CH:26][CH:25]=[CH:24][CH:23]=3)[CH:18]=4)=[CH:7][CH:6]=[CH:5][CH:4]=6)[N:33]=2)[CH:49]=[CH:48][CH:47]=[CH:46][CH:45]=1 |f:1.2|. Procedure: 10 g (27.7 mmol) of 12,12-dimethyl-7-phenyl-10,12-dihydro-10-azaindeno-[2,1-b]fluorene are dissolved in 275 ml of dimethylformamide under a protective-gas atmosphere, and 1.45 g of NaH, 60% in mineral oil (36 mmol), are added. After 1 h at room temperature, a solution of 2-chloro-4,6-diphenyl-1,3,5-triazine (8.2 g, 30.5 mmol) in 75 ml of dimethylformamide is added dropwise. The reaction mixture is then stirred at room temperature for 12 h. After this time, the reaction mixture is poured onto ice... Starting materials: Cl.C(C1=CC=CC=C1)OC1=C(C=C2C(=CC=NC2=C1)Cl)OC (7-benzyloxy-4-chloro-6-methoxyquinoline hydrochloride), ClC1=CC(=C(N)C=C1O)F (4-chloro-2-fluoro-5-hydroxyaniline). Solvent: CC(CC)O (2-butanol). Yields the product Cl.C(C1=CC=CC=C1)OC1=C(C=C2C(=CC=NC2=C1)NC1=C(C=C(C(=C1)O)Cl)F)OC (7-benzyloxy-4-(4-chloro-2-fluoro-5-hydroxyanilino)-6-methoxyquinoline hydrochloride). Isolated yield 43.4%. RXN SMILES: Cl.[CH2:2]([O:9][C:10]1[CH:19]=[C:18]2[C:13]([C:14]([Cl:20])=[CH:15][CH:16]=[N:17]2)=[CH:12][C:11]=1[O:21][CH3:22])[C:3]1[CH:8]=[CH:7][CH:6]=[CH:5][CH:4]=1.[Cl:23][C:24]1[C:30]([OH:31])=[CH:29][C:27]([NH2:28])=[C:26]([F:32])[CH:25]=1>CC(O)CC>[ClH:20].[CH2:2]([O:9][C:10]1[CH:19]=[C:18]2[C:13]([C:14]([NH:28][C:27]3[CH:29]=[C:30]([OH:31])[C:24]([Cl:23])=[CH:25][C:26]=3[F:32])=[CH:15][CH:16]=[N:17]2)=[CH:12][C:11]=1[O:21][CH3:22])[C:3]1[CH:8]=[CH:7][CH:6]=[CH:5][CH:4]=1 |f:0.1,4.5|. Procedure details: Using an analogous procedure to that described for the synthesis of Example 11, 7-benzyloxy-4-chloro-6-methoxyquinoline hydrochloride (336 mg, 1 mmol), (prepared as described for the starting material in Example 3), was reacted with 4-chloro-2-fluoro-5-hydroxyaniline (178 mg, 1.1 mmol), (as described in EP 61741 A2), in 2-butanol (15 ml) to give 7-benzyloxy-4-(4-chloro-2-fluoro-5-hydroxyanilino)-6-methoxyquinoline hydrochloride (200 mg, 43%). As a reaction SMILES: Br[C:2]1[CH:3]=[C:4]([C:8]([NH2:10])=[O:9])[N:5]([CH3:7])[CH:6]=1.[C:11]([C:15]1[CH:16]=[C:17]2[C:22](=[CH:23][CH:24]=1)[C:21](=[O:25])[N:20]([C:26]1[CH:36]=[CH:35][CH:34]=[C:33](B3OC(C)(C)C(C)(C)O3)[C:27]=1[CH2:28][O:29]C(=O)C)[N:19]=[CH:18]2)([CH3:14])([CH3:13])[CH3:12]>>[C:11]([C:15]1[CH:16]=[C:17]2[C:22](=[CH:23][CH:24]=1)[C:21](=[O:25])[N:20]([C:26]1[C:27]([CH2:28][OH:29])=[C:33]([C:2]3[CH:3]=[C:4]([C:8]([NH2:10])=[O:9])[N:5]([CH3:7])[CH:6]=3)[CH:34]=[CH:35][CH:36]=1)[N:19]=[CH:18]2)([CH3:14])([CH3:12])[CH3:13]. Starting materials: BrC=1C=C(N(C1)C)C(=O)N (4-bromo-1-methyl-1H-pyrrole-2-carboxylic acid amide), C(C)(C)(C)C=1C=C2C=NN(C(C2=CC1)=O)C1=C(COC(C)=O)C(=CC=C1)B1OC(C(O1)(C)C)(C)C (acetic acid 2-(6-tert-butyl-1-oxo-1H-phthalazin-2-yl)-6-(4,4,5,5-tetramethyl-[1,3,2]dioxaborolan-2-yl)-benzyl ester), C(C)(C)(C)C=1C=C2C=NN(C(C2=CC1)=O)C1=C(COC(C)=O)C(=CC=C1)B1OC(C(O1)(C)C)(C)C (acetic acid 2-(6-tert-butyl-1-oxo-1H-phthalazin-2-yl)-6-(4,4,5,5-tetramethyl-[1,3,2]dioxaborolan-2-yl)-benzyl ester). Product: C(C)(C)(C)C=1C=C2C=NN(C(C2=CC1)=O)C=1C(=C(C=CC1)C=1C=C(N(C1)C)C(=O)N)CO (4-[3-(6-tert-Butyl-1-oxo-1H-phthalazin-2-yl)-2-hydroxymethyl-phenyl]-1-methyl-1H-pyrrole-2-carboxylic acid amide). Isolated yield 20.0%. Procedure: This compound was prepared with the same method as described in Example 1 by using 4-bromo-1-methyl-1H-pyrrole-2-carboxylic acid amide (intermediate-3) and acetic acid 2-(6-tert-butyl-1-oxo-1H-phthalazin-2-yl)-6-(4,4,5,5-tetramethyl-[1,3,2]dioxaborolan-2-yl)-benzyl ester (intermediate 4). The desired compound was prepared in two steps (20% yield). 1H NMR (300 MHz, DMSO-d6) δ 8.54 (s, 1H), 8.25 (d, J=8.4 Hz, 1H), 8.04 (d, J=1.5 Hz, 1H), 8.01 (dd, J=1.8, 8.4 Hz, 1H), 7.48-7.45 (m, 2H), 7.28-7.23 (... Starting materials: ClC=1C=CC2=C(C(=NCC(=N2)NCC#CC)C2=C(C=CC=C2F)F)C1 (7-chloro-5-(2,6-difluorophenyl)-2-(2-butynylamino)-3H-1,4-benzodiazepine), aqueous solution, ice water, C(C)(=O)O (acetic acid), C(=O)O (formic acid), O (water), mercuric acetate. Solvent: C(C)(=O)OCC (ethyl acetate). Reaction conditions: time 3 hour. Yields the product ClC=1C=CC2=C(C(=NC(C=3N2C(=C(N3)C)C=O)C)C3=CC=CC=C3)C1 (8-chloro-6-phenyl-2,4-dimethyl-4H-imidazo[1,2-a][1,4]benzodiazepine-1-carboxaldehyde). RXN SMILES: [Cl:1][C:2]1[CH:3]=[CH:4][C:5]2[N:11]=[C:10]([NH:12][CH2:13][C:14]#CC)[CH2:9][N:8]=[C:7]([C:17]3[C:22](F)=[CH:21][CH:20]=[CH:19][C:18]=3F)[C:6]=2[CH:25]=1.[C:26]([OH:29])(=O)[CH3:27].[CH:30](O)=O.O>C(OCC)(=O)C>[Cl:1][C:2]1[CH:3]=[CH:4][C:5]2[N:11]3[C:27]([CH:26]=[O:29])=[C:13]([CH3:14])[N:12]=[C:10]3[CH:9]([CH3:30])[N:8]=[C:7]([C:17]3[CH:18]=[CH:19][CH:20]=[CH:21][CH:22]=3)[C:6]=2[CH:25]=1. Procedure details: A stirred solution of 0.02 mole of 7-chloro-3-methyl-5-phenyl-2-[(1-methyl-2-propynyl)amino]-3H-1,4benzodiazepine (IV), 20 ml. of acetic acid, 20 ml. of 88% formic acid and 1.5 ml of water at ambient temperature is treated, dropwise, with 160 ml. of a 5% aqueous solution of mercuric acetate. The mixture is then stirred at room temperature for about 3 hours, poured into ice water and then extracted with chloroform. The extract thus obtained is washed with water and then concentrated in vacuo. The... The reactants are C=CC(CC(=O)OCC)NC(=O)C1CCCN(C(=O)CCC2CCN(C(=O)OC(C)(C)C)CC2)C1, CCO. The product is CCOC(=O)CC(CC)NC(=O)C1CCCN(C(=O)CCC2CCN(C(=O)OC(C)(C)C)CC2)C1. As a reaction SMILES: [CH2:1]([CH3:2])[O:3][C:4]([CH2:5][CH:6]([NH:7][C:8](=[O:9])[CH:10]1[CH2:11][N:12]([C:16]([CH2:17][CH2:18][CH:19]2[CH2:20][CH2:21][N:22]([C:25](=[O:26])[O:27][C:28]([CH3:29])([CH3:30])[CH3:31])[CH2:23][CH2:24]2)=[O:32])[CH2:13][CH2:14][CH2:15]1)[CH:33]=[CH2:34])=[O:35].[CH3:36][CH2:37][OH:38]>>[CH2:1]([CH3:2])[O:3][C:4]([CH2:5][CH:6]([NH:7][C:8](=[O:9])[CH:10]1[CH2:11][N:12]([C:16]([CH2:17][CH2:18][CH:19]2[CH2:20][CH2:21][N:22]([C:25](=[O:26])[O:27][C:28]([CH3:29])([CH3:30])[CH3:31])[CH2:23][CH2:24]2)=[O:32])[CH2:13][CH2:14][CH2:15]1)[CH2:33][CH3:34])=[O:35]. Starting materials: CCN(CC)c1ccccc1, Cc1ccccc1, COCc1c(Cl)cc(N)cc1Cl, CC(C)OC(=O)Cl. Yields the product COCc1c(Cl)cc(NC(=O)OC(C)C)cc1Cl. As a reaction SMILES: [CH2:13]([N:14]([CH2:15][CH3:16])[c:17]1[cH:18][cH:19][cH:20][cH:21][cH:22]1)[CH3:23].[CH3:31][c:32]1[cH:33][cH:34][cH:35][cH:36][cH:37]1.[Cl:1][c:2]1[cH:3][c:4]([NH2:5])[cH:6][c:7]([Cl:12])[c:8]1[CH2:9][O:10][CH3:11].[Cl:24][C:25](=[O:26])[O:27][CH:28]([CH3:29])[CH3:30]>>[Cl:1][c:2]1[cH:3][c:4]([NH:5][C:25](=[O:26])[O:27][CH:28]([CH3:29])[CH3:30])[cH:6][c:7]([Cl:12])[c:8]1[CH2:9][O:10][CH3:11]. Reactants: BrC1=CC(=CC=2N=CSC21)[N+](=O)[O-] (7-bromo-5-nitrobenzothiazole), C(C)[Sn](CC)(CC)CC (tetraethyltin), Cl2Pd(PPh3)2. Run in CCOC(=O)C (EtOAc), CCOC(=O)C (EtOAc). Yields the product C(C)C1=CC(=CC=2N=CSC21)[N+](=O)[O-] (7-Ethyl-5-nitrobenzothiazole). Yield: 75.9%. Reaction SMILES: Br[C:2]1[C:10]2[S:9][CH:8]=[N:7][C:6]=2[CH:5]=[C:4]([N+:11]([O-:13])=[O:12])[CH:3]=1.[CH2:14]([Sn](CC)(CC)CC)[CH3:15]>CCOC(C)=O>[CH2:14]([C:2]1[C:10]2[S:9][CH:8]=[N:7][C:6]=2[CH:5]=[C:4]([N+:11]([O-:13])=[O:12])[CH:3]=1)[CH3:15]. Procedure: A solution of 7-bromo-5-nitrobenzothiazole (0.15 g, 0.58 mmol), tetraethyltin (0.18 mL, 0.87 mmol) and catalytic amount of Cl2Pd(PPh3)2 in a sealed tube was stirred for 12 h at 90° C. The reaction mixture was diluted with EtOAc and washed with brine several times. Organic solution was dried over Na2SO4 and concentrated in vacuo, yielding an oil which was subjected to column chromatography (EtOAc, neat) to provide 91 mg (0.44 mmol, 75%) of the desired product.